Dataset: the Open Reaction Database (ORD), a public repository of structured organic reaction records. Task: describe an organic reaction: reactants, conditions, products, and yield The reactants are FC(S(=O)(=O)OC1=CC=C(C2=CC=CC=C12)C=O)(F)F (4-trifluoromethylsulfonyloxy naphthaldehyde), C(CO)O (ethylene glycol), C1(=CC=C(C=C1)S(=O)(=O)O)C (p-toluene sulfonic acid). Solvent: C1(=CC=CC=C1)C (toluene). Yields the product FC(S(=O)(=O)OC1=CC=C(C2=CC=CC=C12)C1OCCO1)(F)F (2-(4-Trifluoromethylsulfonyloxy naphthyl)dioxolane). RXN SMILES: [F:1][C:2]([F:20])([F:19])[S:3]([O:6][C:7]1[C:16]2[C:11](=[CH:12][CH:13]=[CH:14][CH:15]=2)[C:10]([CH:17]=[O:18])=[CH:9][CH:8]=1)(=[O:5])=[O:4].[CH2:21](O)[CH2:22][OH:23].C1(C)C=CC(S(O)(=O)=O)=CC=1>C1(C)C=CC=CC=1>[F:20][C:2]([F:19])([F:1])[S:3]([O:6][C:7]1[C:16]2[C:11](=[CH:12][CH:13]=[CH:14][CH:15]=2)[C:10]([CH:17]2[O:23][CH2:22][CH2:21][O:18]2)=[CH:9][CH:8]=1)(=[O:4])=[O:5]. Procedure: A solution of 4-trifluoromethylsulfonyloxy naphthaldehyde (4.09 g, 13.4 mmol), ethylene glycol (1.5 mL, 1.67 g, 26.9 mmol), and p-toluene sulfonic acid (250 mg) in toluene (250 mL) was refluxed for 16 hr using a Dean-Stark trap. The solution was allowed to reach room temperature, was washed with satd. NaHCO3-sol. (2×80 mL), brine (80 mL), dried (MgSO4), and concentrated to give a yellow oil (4.79 g, quant). The reactants are CC(C)(C)[O-], [Cl-], [K+], COC(=O)C(Oc1cccc2nc3c(c(N)c12)CCCC3)c1ccccc1, [NH4+], C1CCOC1, O. The product is O=C1Nc2c3c(nc4cccc(c24)OC1c1ccccc1)CCCC3. Reaction SMILES: [CH3:29][C:30]([CH3:31])([O-:32])[CH3:33].[Cl-:35].[K+:34].[NH2:2][c:3]1[c:4]2[c:5]([O:17][CH:18]([C:19]([O:21][CH3:20])=[O:22])[c:23]3[cH:24][cH:25][cH:26][cH:27][cH:28]3)[cH:6][cH:7][cH:8][c:9]2[n:10][c:11]2[c:16]1[CH2:15][CH2:14][CH2:13][CH2:12]2.[NH4+:36].[O:37]1[CH2:38][CH2:39][CH2:40][CH2:41]1.[OH2:1]>>[NH:2]1[c:3]2[c:4]3[c:5]([cH:6][cH:7][cH:8][c:9]3[n:10][c:11]3[c:16]2[CH2:15][CH2:14][CH2:13][CH2:12]3)[O:17][CH:18]([c:23]2[cH:24][cH:25][cH:26][cH:27][cH:28]2)[C:19]1=[O:21]. The reactants are B, CO, Cl, C1CCOC1, C1CCOC1, NS(=O)(=O)c1ccc(NC(CSc2ccccc2)CC(=O)N2CCOCC2)c(S(=O)(=O)C(F)(F)F)c1. Yields the product NS(=O)(=O)c1ccc(NC(CCN2CCOCC2)CSc2ccccc2)c(S(=O)(=O)C(F)(F)F)c1. Reaction SMILES: [BH3:6].[CH3:43][OH:44].[ClH:45].[O:1]1[CH2:2][CH2:3][CH2:4][CH2:5]1.[O:46]1[CH2:47][CH2:48][CH2:49][CH2:50]1.[O:7]1[CH2:8][CH2:9][N:10]([C:13]([CH2:14][CH:15]([CH2:16][S:17][c:18]2[cH:19][cH:20][cH:21][cH:22][cH:23]2)[NH:24][c:25]2[c:26]([S:35](=[O:36])(=[O:37])[C:38]([F:39])([F:40])[F:41])[cH:27][c:28]([S:31](=[O:32])(=[O:33])[NH2:34])[cH:29][cH:30]2)=[O:42])[CH2:11][CH2:12]1>>[O:7]1[CH2:8][CH2:9][N:10]([CH2:13][CH2:14][CH:15]([CH2:16][S:17][c:18]2[cH:19][cH:20][cH:21][cH:22][cH:23]2)[NH:24][c:25]2[c:26]([S:35](=[O:36])(=[O:37])[C:38]([F:39])([F:40])[F:41])[cH:27][c:28]([S:31](=[O:32])(=[O:33])[NH2:34])[cH:29][cH:30]2)[CH2:11][CH2:12]1. Starting materials: CC(=O)C1=CC=C(C=C1)OC (4-methoxyacetophenone), C(=O)OC (methyl formate), [H-].[Na+] (sodium hydride), N1(CCOCC1)CC1COC2=C(N1N)C=CC=C2 (3-(4-morpholinylmethyl)-4-amino-3,4-dihydro-2H-1,4-benzoxazine), 8-(4-methoxyphenyl)-8-ketopropionaldehyde, 8-ketopropionaldehyde. The solvent is C(C)OCC (diethyl ether), C(C)O (ethanol), C(C)(=O)O (acetic acid), C(C)(=O)OCC (ethyl acetate). The product is N1(CCOCC1)CC1COC=2C=3N1C=C(C3C=CC2)C(C2=CC=C(C=C2)OC)=O (3-(4-morpholinylmethyl)-6-(4-methoxvbenzoyl)-2,3-dihydropyrrolo[1,2,3-de]-1,4-benzoxazine). RXN SMILES: [N:1]1([CH2:7][CH:8]2[N:13](N)[C:12]3[CH:15]=[CH:16][CH:17]=[CH:18][C:11]=3[O:10][CH2:9]2)[CH2:6][CH2:5][O:4][CH2:3][CH2:2]1.[CH3:19][C:20]([C:22]1[CH:27]=[CH:26][C:25]([O:28][CH3:29])=[CH:24][CH:23]=1)=[O:21].[CH:30](OC)=O.[H-].[Na+]>C(O)(=O)C.C(OCC)C.C(O)C.C(OCC)(=O)C>[N:1]1([CH2:7][CH:8]2[N:13]3[CH:30]=[C:19]([C:20](=[O:21])[C:22]4[CH:27]=[CH:26][C:25]([O:28][CH3:29])=[CH:24][CH:23]=4)[C:15]4[CH:16]=[CH:17][CH:18]=[C:11]([C:12]=43)[O:10][CH2:9]2)[CH2:6][CH2:5][O:4][CH2:3][CH2:2]1 |f:3.4|. Procedure details: 3-(4-morpholinylmethyl)-6-(4-methoxvbenzoyl)-2,3-dihydropyrrolo[1,2,3-de]-1,4-benzoxazine, m.p. 209°-214° C. (1.5 g from ethyl acetate) was prepared by reaction of 13 g (0.052 mole) of 3-(4-morpholinylmethyl)-4-amino-3,4-dihydro-2H-1,4-benzoxazine with 10.2 g (0.057 mole) 8-(4-methoxyphenyl)-8-ketopropionaldehyde in glacial acetic acid (the 8-ketopropionaldehyde being prepared by reaction of 4-methoxyacetophenone with methyl formate in diethyl ether in the presence of ethanol and sodium hydride)...